The task is: describe an organic reaction: reactants, conditions, products, and yield. This data is from the Open Reaction Database (ORD), a public repository of structured organic reaction records. Starting materials: C(C)(=O)N1CCC(CC1)C1=NOC2=C1C=C(C=C2)OC (1-acetyl-4-(5-methoxy-1,2-benzisoxazolyl)piperidine), Cl (HCl). Product: Cl.COC=1C=CC2=C(C(=NO2)C2CCNCC2)C1 (4-(5-methoxy-1,2-benzisoxazolyl)piperidine hydrochloride). RXN SMILES: C([N:4]1[CH2:9][CH2:8][CH:7]([C:10]2[C:14]3[CH:15]=[C:16]([O:19][CH3:20])[CH:17]=[CH:18][C:13]=3[O:12][N:11]=2)[CH2:6][CH2:5]1)(=O)C.[ClH:21]>>[ClH:21].[CH3:20][O:19][C:16]1[CH:17]=[CH:18][C:13]2[O:12][N:11]=[C:10]([CH:7]3[CH2:8][CH2:9][NH:4][CH2:5][CH2:6]3)[C:14]=2[CH:15]=1 |f:2.3|. Procedure: 0.07 mol of 1-acetyl-4-(5-methoxy-1,2-benzisoxazolyl)piperidine and 110 ml of 6N HCl is refluxed for 6 hours and stand at room temperature to precipitate large amount of white deposit, which is recrystallized in ethanol to obtain 4-(5-methoxy-1,2-benzisoxazolyl)piperidine hydrochloride. Starting materials: B(O)O (boronic acid), C(=O)(O)CCC1=CC=C(C=C1)C=1C([C@@H]2CC[C@]3([C@@]4(CC[C@@]5([C@@H]([C@H]4CC[C@@H]3[C@]2(CC1)C)[C@@H](CC5)C(=C)C)C(=O)O)C)C)(C)C ((1R,3aS,5aR,5bR,7aR,11aS,11bR,13aR,13bR)-9-(4-(2-carboxyethyl)phenyl)-5a,5b,8,8,11a-pentamethyl-1-(prop-1-en-2-yl)-2,3,3a,4,5,5a,5b,6,7,7a,8,11,11a,11b,12,13,13a,13b-octadecahydro-1H-cyclopenta[a]chrysene-3a-carboxylic acid), OC1=CC=C(C=C1)B(O)O (4-hydroxyphenylboronic acid). Product: OC1=CC=C(C=C1)C=1C([C@@H]2CC[C@]3([C@@]4(CC[C@@]5([C@@H]([C@H]4CC[C@@H]3[C@]2(CC1)C)[C@@H](CC5)C(=C)C)C(=O)O)C)C)(C)C ((1R,3aS,5aR,5bR,7aR,11aS,11bR,13aR,13bR)-9-(4-hydroxyphenyl)-5a,5b,8,8,11a-pentamethyl-1-(prop-1-en-2-yl)-2,3,3a,4,5,5a,5b,6,7,7a,8,11,11a, 11b,12,13,13a,13b-octadecahydro-1H-cyclopenta[a]chrysene-3a-carboxylic acid), solid. The yield is 4.0%. As a reaction SMILES: C(CCC1C=CC([C:12]2[C:13]([CH3:43])([CH3:42])[C@H:14]3[C@:27]([CH3:30])([CH2:28][CH:29]=2)[C@@H:26]2[C@:17]([CH3:41])([C@@:18]4([CH3:40])[C@H:23]([CH2:24][CH2:25]2)[C@H:22]2[C@H:31]([C:34]([CH3:36])=[CH2:35])[CH2:32][CH2:33][C@:21]2([C:37]([OH:39])=[O:38])[CH2:20][CH2:19]4)[CH2:16][CH2:15]3)=CC=1)(O)=O.[OH:44][C:45]1[CH:50]=[CH:49][C:48](B(O)O)=[CH:47][CH:46]=1.B(O)O>>[OH:44][C:45]1[CH:50]=[CH:49][C:48]([C:12]2[C:13]([CH3:43])([CH3:42])[C@H:14]3[C@:27]([CH3:30])([CH2:28][CH:29]=2)[C@@H:26]2[C@:17]([CH3:41])([C@@:18]4([CH3:40])[C@H:23]([CH2:24][CH2:25]2)[C@H:22]2[C@H:31]([C:34]([CH3:36])=[CH2:35])[CH2:32][CH2:33][C@:21]2([C:37]([OH:39])=[O:38])[CH2:20][CH2:19]4)[CH2:16][CH2:15]3)=[CH:47][CH:46]=1. Reported procedure: The title compound was prepared following the method described above for compound (1R,3aS,5aR,5bR,7aR,11aS,11bR,13aR,13bR)-9-(4-(2-carboxyethyl)phenyl)-5a,5b,8,8,11a-pentamethyl-1-(prop-1-en-2-yl)-2,3,3a,4,5,5a,5b,6,7,7a,8,11,11a,11b,12,13,13a,13b-octadecahydro-1H-cyclopenta[a]chrysene-3a-carboxylic acid (example 4a) using 4-hydroxyphenylboronic acid as the reactant boronic acid. The product was isolated as a white solid (1.25 mg, 4%). LCMS: m/e 529.55 (M−H)−, 4.34 min (method 2). Run in CN(C=O)C (N,N-dimethylformamide), O (water). Reported procedure: 15.37 ml of Hünig base and 9.98 ml of 3,3-dimethylallylbromide are added to 20.00 g of 3-methyl-8-bromo-xanthine in 200 ml of N,N-dimethylformamide. The reaction mixture is stirred for about half an hour at ambient temperature and then diluted with 500 ml of water. The precipitate formed is suction filtered, washed with water and dried. RXN SMILES: CCN(C(C)C)C(C)C.[CH3:10][C:11]([CH3:15])=[CH:12][CH2:13]Br.[CH3:16][N:17]1[C:25]2[N:24]=[C:23]([Br:26])[NH:22][C:21]=2[C:20](=[O:27])[NH:19][C:18]1=[O:28]>CN(C)C=O.O>[CH3:16][N:17]1[C:25]2[N:24]=[C:23]([Br:26])[N:22]([CH2:13][CH:12]=[C:11]([CH3:15])[CH3:10])[C:21]=2[C:20](=[O:27])[NH:19][C:18]1=[O:28]. Yields the product CN1C(NC(C=2N(C(=NC12)Br)CC=C(C)C)=O)=O (3-methyl-7-(3-methyl-2-buten-1-yl)-8-bromo-xanthine). Reactants: CCN(C(C)C)C(C)C (Hünig base), CC(=CCBr)C (3,3-dimethylallylbromide), CN1C(NC(C=2NC(=NC12)Br)=O)=O (3-methyl-8-bromo-xanthine). The reactants are CC1C(Nc2cnn(C3CCCCO3)c(=O)c2Br)CC2CC1C2(C)C, CC(C)c1cc(C(C)C)c(-c2ccccc2P(C(C)(C)C)C(C)(C)C)c(C(C)C)c1, [Cl-], [K+], [NH4+], O=C(C=Cc1ccccc1)C=Cc1ccccc1, C1COCCO1, O=C(C=Cc1ccccc1)C=Cc1ccccc1, O=C(C=Cc1ccccc1)C=Cc1ccccc1, [OH-], O, [Pd], [Pd]. Product: CC1C(Nc2cnn(C3CCCCO3)c(=O)c2O)CC2CC1C2(C)C. Reaction SMILES: [Br:1][c:2]1[c:3](=[O:25])[n:4]([CH:19]2[O:20][CH2:21][CH2:22][CH2:23][CH2:24]2)[n:5][cH:6][c:7]1[NH:8][CH:9]1[CH:10]([CH3:18])[CH:11]2[C:12]([CH3:16])([CH3:17])[CH:13]([CH2:14]1)[CH2:15]2.[C:28]([P:29]([C:30]([CH3:31])([CH3:32])[CH3:33])[c:34]1[cH:35][cH:36][cH:37][cH:38][c:39]1-[c:40]1[c:41]([CH:42]([CH3:43])[CH3:44])[cH:45][c:46]([CH:47]([CH3:48])[CH3:49])[cH:50][c:51]1[CH:52]([CH3:53])[CH3:54])([CH3:55])([CH3:56])[CH3:57].[Cl-:58].[K+:27].[NH4+:59].[O:105]=[C:106]([CH:107]=[CH:108][c:109]1[cH:110][cH:111][cH:112][cH:113][cH:114]1)[CH:115]=[CH:116][c:117]1[cH:118][cH:119][cH:120][cH:121][cH:122]1.[O:61]1[CH2:62][CH2:63][O:64][CH2:65][CH2:66]1.[O:69]=[C:70]([CH:71]=[CH:72][c:73]1[cH:74][cH:75][cH:76][cH:77][cH:78]1)[CH:79]=[CH:80][c:81]1[cH:82][cH:83][cH:84][cH:85][cH:86]1.[O:87]=[C:88]([CH:89]=[CH:90][c:91]1[cH:92][cH:93][cH:94][cH:95][cH:96]1)[CH:97]=[CH:98][c:99]1[cH:100][cH:101][cH:102][cH:103][cH:104]1.[OH-:26].[OH2:60].[Pd:67].[Pd:68]>>[c:2]1([OH:26])[c:3](=[O:25])[n:4]([CH:19]2[O:20][CH2:21][CH2:22][CH2:23][CH2:24]2)[n:5][cH:6][c:7]1[NH:8][CH:9]1[CH:10]([CH3:18])[CH:11]2[C:12]([CH3:16])([CH3:17])[CH:13]([CH2:14]1)[CH2:15]2. The solvent is C(Cl)Cl (methylene chloride), C(Cl)Cl (methylene chloride), C(Cl)Cl (methylene chloride), C(Cl)Cl (methylene chloride). Reaction SMILES: [CH3:1][C:2]([C:5]1[CH:6]=[C:7]([CH:16]=[C:17]2[S:21][CH2:20][N:19]([CH3:22])[C:18]2=[O:23])[CH:8]=[C:9]([C:12]([CH3:15])([CH3:14])[CH3:13])[C:10]=1[OH:11])([CH3:4])[CH3:3].FC(F)(F)C(OC(=O)C(F)(F)F)=[O:27]>C(Cl)Cl>[CH3:4][C:2]([C:5]1[CH:6]=[C:7]([CH:16]=[C:17]2[S:21][CH:20]([OH:27])[N:19]([CH3:22])[C:18]2=[O:23])[CH:8]=[C:9]([C:12]([CH3:13])([CH3:14])[CH3:15])[C:10]=1[OH:11])([CH3:1])[CH3:3]. The product is CC(C)(C)C=1C=C(C=C(C1O)C(C)(C)C)C=C1C(N(C(S1)O)C)=O (5-[[3,5-bis(1,1-dimethylethyl)-4-hydroxyphenyl]methylene]-2-hydroxy-3-methyl-4-thiazolidinone). The reactants are FC(C(=O)OC(C(F)(F)F)=O)(F)F (trifluoroacetic anhydride), compound, resultant solution, CC(C)(C)C=1C=C(C=C(C1O)C(C)(C)C)C=C1C(N(CS1)C)=O (5-[[3,5-bis(1,1-dimethylethyl)-4-hydroxyphenyl]methylene]-3-methyl-4-thiazolidinone), 1-oxide, compound. Procedure details: 12.56 g of 5-[[3,5-bis(1,1-dimethylethyl)-4-hydroxyphenyl]methylene]-3-methyl-4-thiazolidinone, 1-oxide (the compound of Example 12) was dissolved in 216 ml of methylene chloride and the resultant solution cooled to -78° C. Separately, 6.1 ml of trifluoroacetic anhydride and 72 ml of methylene chloride were placed in a dropping funnel and the solution added dropwise over a 40-minute period (temperature maintained at or below -70° C.) to the previously prepared solution of the compound of Example... Conditions: temperature -75 celsius, time 1 hour.